From a dataset of the Open Reaction Database (ORD), a public repository of structured organic reaction records. describe an organic reaction: reactants, conditions, products, and yield Starting materials: O=Cc1ccccc1Br, C1CCOC1, CC(C)(C)[O-], [K+], CCOP(=O)(Cc1nnc2ccc(N3CCCCCC3)nn12)OCC, O. Yields the product Brc1ccccc1C=Cc1nnc2ccc(N3CCCCCC3)nn12. As a reaction SMILES: [Br:32][c:33]1[c:34]([CH:35]=[O:36])[cH:37][cH:38][cH:39][cH:40]1.[CH2:42]1[O:43][CH2:44][CH2:45][CH2:46]1.[CH3:26][C:27]([CH3:28])([O-:29])[CH3:30].[K+:31].[N:1]1([c:8]2[cH:9][cH:10][c:11]3[n:12]([n:13]2)[c:14]([CH2:17][P:18](=[O:19])([O:20][CH2:21][CH3:22])[O:23][CH2:24][CH3:25])[n:15][n:16]3)[CH2:2][CH2:3][CH2:4][CH2:5][CH2:6][CH2:7]1.[OH2:41]>>[N:1]1([c:8]2[cH:9][cH:10][c:11]3[n:12]([n:13]2)[c:14]([CH:17]=[CH:35][c:34]2[c:33]([Br:32])[cH:40][cH:39][cH:38][cH:37]2)[n:15][n:16]3)[CH2:2][CH2:3][CH2:4][CH2:5][CH2:6][CH2:7]1. The reactants are COC(=O)CS, CCN(C(C)C)C(C)C, O=Cc1c(Cl)ncnc1Cl, ClCCl. Yields the product COC(=O)CSc1ncnc(Cl)c1C=O. As a reaction SMILES: [CH3:20][O:21][C:22]([CH2:23][SH:24])=[O:25].[CH:1]([N:2]([CH2:3][CH3:4])[CH:5]([CH3:6])[CH3:7])([CH3:8])[CH3:9].[Cl:10][c:11]1[n:12][cH:13][n:14][c:15]([Cl:19])[c:16]1[CH:17]=[O:18].[Cl:26][CH2:27][Cl:28]>>[Cl:10][c:11]1[n:12][cH:13][n:14][c:15]([S:24][CH2:23][C:22]([O:21][CH3:20])=[O:25])[c:16]1[CH:17]=[O:18]. Reactants: COC(=O)C1CSCc2c(O[Si](C)(C)C(C)(C)C)cc(OC)c(C)c2C(=O)OCCCC(=O)N1, CO, [F-], [NH4+]. The product is COC(=O)C1CSCc2c(O)cc(OC)c(C)c2C(=O)OCCCC(=O)N1. As a reaction SMILES: [CH3:1][O:2][C:3](=[O:4])[CH:5]1[CH2:6][S:7][CH2:8][c:9]2[c:10]([c:20]([CH3:34])[c:21]([O:32][CH3:33])[cH:22][c:23]2[O:24][Si:25]([C:26]([CH3:27])([CH3:28])[CH3:29])([CH3:30])[CH3:31])[C:11](=[O:19])[O:12][CH2:13][CH2:14][CH2:15][C:16](=[O:18])[NH:17]1.[CH3:37][OH:38].[F-:35].[NH4+:36]>>[CH3:1][O:2][C:3](=[O:4])[CH:5]1[CH2:6][S:7][CH2:8][c:9]2[c:10]([c:20]([CH3:34])[c:21]([O:32][CH3:33])[cH:22][c:23]2[OH:24])[C:11](=[O:19])[O:12][CH2:13][CH2:14][CH2:15][C:16](=[O:18])[NH:17]1. Starting materials: NC=1C=CC2=C3C=CC(=CC3=C(N=C2C1)N(CC)CC)N (3,8-diamino-6-diethylaminophenanthridine), chloroform petroleum ether, C(=O)N1CCCC1 (N-formylpyrrolidine), C(C)N(C=O)CC (N,N-diethylformamide). The product is C(C)N(C=1N=C2C=C(C=CC2=C2C=CC(=CC12)N=CN1CCCC1)N=CN1CCCC1)CC (6-Diethylamino-3,8-di-(pyrrolidinomethyleneamino)-phenanthridine). Yield: 66.0%. RXN SMILES: [NH2:1][C:2]1[CH:3]=[CH:4][C:5]2[C:14]([CH:15]=1)=[N:13][C:12]([N:16]([CH2:19][CH3:20])[CH2:17][CH3:18])=[C:11]1[C:6]=2[CH:7]=[CH:8][C:9]([NH2:21])=[CH:10]1.[CH:22]([N:24]1[CH2:28][CH2:27][CH2:26][CH2:25]1)=O.[CH2:29]([N:31]([CH2:34][CH3:35])[CH:32]=O)[CH3:30]>>[CH2:17]([N:16]([CH2:19][CH3:20])[C:12]1[N:13]=[C:14]2[C:5](=[C:6]3[C:11]=1[CH:10]=[C:9]([N:21]=[CH:22][N:24]1[CH2:28][CH2:27][CH2:26][CH2:25]1)[CH:8]=[CH:7]3)[CH:4]=[CH:3][C:2]([N:1]=[CH:32][N:31]1[CH2:34][CH2:35][CH2:30][CH2:29]1)=[CH:15]2)[CH3:18]. Procedure details: As in Example 14, but using 3,8-diamino-6-diethylaminophenanthridine and N-formylpyrrolidine instead of 3,8-diamino-6-dimethylaminophenanthridine and N,N-diethylformamide. Yield 66%, melting point 149°-150° C. (chloroform/petroleum ether (60°-80° C.)). Reactants: CS(=O)(=O)Cl, CN(C)C=O, COc1ccccc1C1CCN(C(=O)c2c[nH]c3cc(Cl)ccc23)CC1, [H-], [Na+]. Product: COc1ccccc1C1CCN(C(=O)c2cn(S(C)(=O)=O)c3cc(Cl)ccc23)CC1. RXN SMILES: [CH3:29][S:30]([Cl:31])(=[O:32])=[O:33].[CH3:34][N:35]([CH3:36])[CH:37]=[O:38].[Cl:1][c:2]1[cH:3][cH:4][c:5]2[c:6]([C:11](=[O:12])[N:13]3[CH2:14][CH2:15][CH:16]([c:19]4[c:20]([O:25][CH3:26])[cH:21][cH:22][cH:23][cH:24]4)[CH2:17][CH2:18]3)[cH:7][nH:8][c:9]2[cH:10]1.[H-:27].[Na+:28]>>[Cl:1][c:2]1[cH:3][cH:4][c:5]2[c:6]([C:11](=[O:12])[N:13]3[CH2:14][CH2:15][CH:16]([c:19]4[c:20]([O:25][CH3:26])[cH:21][cH:22][cH:23][cH:24]4)[CH2:17][CH2:18]3)[cH:7][n:8]([S:30]([CH3:29])(=[O:32])=[O:33])[c:9]2[cH:10]1. Starting materials: COc1ccc(Cn2nc(N3CCC(N(C)C)CC3)c3c(Oc4ccc(NC(=O)c5ccnn(-c6ccc(F)cc6)c5=O)cc4F)ccnc32)cc1, O=C(O)C(F)(F)F. Product: CN(C)C1CCN(c2n[nH]c3nccc(Oc4ccc(NC(=O)c5ccnn(-c6ccc(F)cc6)c5=O)cc4F)c23)CC1. RXN SMILES: [CH3:1][O:2][c:3]1[cH:4][cH:5][c:6]([CH2:7][n:8]2[n:9][c:10]([N:42]3[CH2:43][CH2:44][CH:45]([N:48]([CH3:49])[CH3:50])[CH2:46][CH2:47]3)[c:11]3[c:12]2[n:13][cH:14][cH:15][c:16]3[O:17][c:18]2[c:19]([F:41])[cH:20][c:21]([NH:24][C:25](=[O:26])[c:27]3[c:28](=[O:40])[n:29](-[c:33]4[cH:34][cH:35][c:36]([F:39])[cH:37][cH:38]4)[n:30][cH:31][cH:32]3)[cH:22][cH:23]2)[cH:51][cH:52]1.[F:53][C:54]([F:55])([F:56])[C:57]([OH:58])=[O:59]>>[nH:8]1[n:9][c:10]([N:42]2[CH2:43][CH2:44][CH:45]([N:48]([CH3:49])[CH3:50])[CH2:46][CH2:47]2)[c:11]2[c:12]1[n:13][cH:14][cH:15][c:16]2[O:17][c:18]1[c:19]([F:41])[cH:20][c:21]([NH:24][C:25](=[O:26])[c:27]2[c:28](=[O:40])[n:29](-[c:33]3[cH:34][cH:35][c:36]([F:39])[cH:37][cH:38]3)[n:30][cH:31][cH:32]2)[cH:22][cH:23]1. Reactants: CCO, COc1cc(C2OCCO2)cc(OCCOCCOCCOCCN=[N+]=[N-])c1OC. Product: COc1cc(C2OCCO2)cc(OCCOCCOCCOCCN)c1OC. RXN SMILES: [CH3:31][CH2:32][OH:33].[N:1](=[N+:2]=[N-:3])[CH2:4][CH2:5][O:6][CH2:7][CH2:8][O:9][CH2:10][CH2:11][O:12][CH2:13][CH2:14][O:15][c:16]1[cH:17][c:18]([CH:26]2[O:27][CH2:28][CH2:29][O:30]2)[cH:19][c:20]([O:24][CH3:25])[c:21]1[O:22][CH3:23]>>[NH2:1][CH2:4][CH2:5][O:6][CH2:7][CH2:8][O:9][CH2:10][CH2:11][O:12][CH2:13][CH2:14][O:15][c:16]1[cH:17][c:18]([CH:26]2[O:27][CH2:28][CH2:29][O:30]2)[cH:19][c:20]([O:24][CH3:25])[c:21]1[O:22][CH3:23].